This data is from the Open Reaction Database (ORD), a public repository of structured organic reaction records. The task is: describe an organic reaction: reactants, conditions, products, and yield Reactants: C1(=CC=CC=C1)CCCOC1=CC=C(C=C1)[N+](=O)[O-] (4-(3'-phenyl-propoxy)-nitrobenzene). Reagents/catalysts: [Ni] (Raney nickel). The solvent is CO (methanol), [H][H] (hydrogen). Yields the product C1(=CC=CC=C1)CCCOC1=CC=C(N)C=C1 (4-(3'-phenylpropoxy)-aniline). As a reaction SMILES: [C:1]1([CH2:7][CH2:8][CH2:9][O:10][C:11]2[CH:16]=[CH:15][C:14]([N+:17]([O-])=O)=[CH:13][CH:12]=2)[CH:6]=[CH:5][CH:4]=[CH:3][CH:2]=1>CO.[Ni].[H][H]>[C:1]1([CH2:7][CH2:8][CH2:9][O:10][C:11]2[CH:12]=[CH:13][C:14]([NH2:17])=[CH:15][CH:16]=2)[CH:2]=[CH:3][CH:4]=[CH:5][CH:6]=1. Reported procedure: 99 g of 4-(3'-phenyl-propoxy)-nitrobenzene is dissolved in 2000 ml of methanol and hydrogenated with Raney nickel until the absorption of hydrogen is completed. The catalyst is filtered off and the filtrate is concentrated by evaporation to obtain, as a crystalline residue, 4-(3'-phenylpropoxy)-aniline having a melting point of 55°- 57°. - Reactants: FC1=C(CC(C(=O)OCC)C(=O)OCC)C(=CC=C1)[N+](=O)[O-] (diethyl 2-(2-fluoro-6-nitrobenzyl)malonate), O.O.Cl[Sn]Cl (SnCl2.2H2O). Solvent: C(C)O (ethanol). Conditions: temperature 70 celsius. Product: NC1=C(CC(C(=O)OCC)C(=O)OCC)C(=CC=C1)F (diethyl 2-(2-amino-6-fluorobenzyl)malonate). RXN SMILES: [F:1][C:2]1[CH:19]=[CH:18][CH:17]=[C:16]([N+:20]([O-])=O)[C:3]=1[CH2:4][CH:5]([C:11]([O:13][CH2:14][CH3:15])=[O:12])[C:6]([O:8][CH2:9][CH3:10])=[O:7].O.O.Cl[Sn]Cl>C(O)C>[NH2:20][C:16]1[CH:17]=[CH:18][CH:19]=[C:2]([F:1])[C:3]=1[CH2:4][CH:5]([C:11]([O:13][CH2:14][CH3:15])=[O:12])[C:6]([O:8][CH2:9][CH3:10])=[O:7] |f:1.2.3|. Procedure details: To a stirred solution of diethyl 2-(2-fluoro-6-nitrobenzyl)malonate (146-2; 2.5 g, 0.0079 mol) in ethanol (30 mL) was added SnCl2.2H2O (8.9 g, 0.0395 mol) with constant stirring. The reaction mixture was heated at 70° C. for 0.5 h to 1 h. The reaction mixture was cooled to room temperature and then filtered through CELITE bed. The filtrate was basified with saturated Na2HCO3 solution and extracted with ethyl acetate (3×50 mL). The combined organic layer was washed with saturated aqueous sodium c...